Dataset: the Open Reaction Database (ORD), a public repository of structured organic reaction records. Task: describe an organic reaction: reactants, conditions, products, and yield Reactants: O[C@@H]1[C@H](NC=2C=3N(C=CC2[C@@H]1OCCOC)C(=C(N3)C)C)C3=CC=CC=C3 ((7S,8R,9R)-8-hydroxy-7-(2-methoxyethoxy)-2,3-dimethyl-9-phenyl-7,8,9,10-tetrahydroimidazo[1,2-h][1,7]naphthyridine), C(C)(=O)[O-].[Na+] (sodium acetate), C(C)(=O)OC(C)=O (acetic anhydride), [OH-].[Na+] (sodium hydroxide). Reaction conditions: time 4 hour. Yields the product C(C)(=O)O[C@@H]1[C@H](NC=2C=3N(C=CC2[C@@H]1OCCOC)C(=C(N3)C)C)C3=CC=CC=C3 ((7S,8R,9R)-8-Acetoxy-7-(2-methoxyethoxy)-2,3-dimethyl-9-phenyl-7,8,9,10-tetra-hydroimidazo[1,2-h][1,7]naphthyridine). Yield: 180.3%. As a reaction SMILES: [OH:1][C@H:2]1[C@@H:11]([O:12][CH2:13][CH2:14][O:15][CH3:16])[C:10]2[CH:9]=[CH:8][N:7]3[C:17]([CH3:21])=[C:18]([CH3:20])[N:19]=[C:6]3[C:5]=2[NH:4][C@@H:3]1[C:22]1[CH:27]=[CH:26][CH:25]=[CH:24][CH:23]=1.[C:28]([O-])(=[O:30])[CH3:29].[Na+].C(OC(=O)C)(=O)C.[OH-].[Na+]>>[C:28]([O:1][C@H:2]1[C@@H:11]([O:12][CH2:13][CH2:14][O:15][CH3:16])[C:10]2[CH:9]=[CH:8][N:7]3[C:17]([CH3:21])=[C:18]([CH3:20])[N:19]=[C:6]3[C:5]=2[NH:4][C@@H:3]1[C:22]1[CH:23]=[CH:24][CH:25]=[CH:26][CH:27]=1)(=[O:30])[CH3:29] |f:1.2,4.5|. Procedure details: A mixture of 1 g of (7S,8R,9R)-8-hydroxy-7-(2-methoxyethoxy)-2,3-dimethyl-9-phenyl-7,8,9,10-tetrahydroimidazo[1,2-h][1,7]naphthyridine, 0.1 g of sodium acetate (anhydrous) and 12 ml of acetic anhydride is stirred vigorously at room temperature for 4 h, then poured onto ice water, neutralized with 2 molar aqueous sodium hydroxide solution and extracted three times with 50 ml of ethyl acetate each time, the collected organic extracts are dried over potassium carbonate, the solvent is stripped off ... Starting materials: O=C(OC(=O)C(F)(F)F)C(F)(F)F, O, NC(=O)c1cncc(O)c1, c1ccncc1. The product is N#Cc1cncc(O)c1. Reaction SMILES: [F:11][C:12]([F:13])([F:14])[C:15]([O:16][C:17](=[O:18])[C:19]([F:20])([F:21])[F:22])=[O:23].[OH2:24].[OH:1][c:2]1[cH:3][n:4][cH:5][c:6]([C:7](=[O:8])[NH2:9])[cH:10]1.[cH:25]1[cH:26][cH:27][n:28][cH:29][cH:30]1>>[OH:1][c:2]1[cH:3][n:4][cH:5][c:6]([C:7]#[N:9])[cH:10]1.